Dataset: the Open Reaction Database (ORD), a public repository of structured organic reaction records. Task: describe an organic reaction: reactants, conditions, products, and yield Reactants: NC1=NC(=CC(=N1)N1CC2=CC(=CC=C2CC1C)C=1C=CC(=NC1)C(=O)O)N1CCN(CC1)C (5-{2-[2-amino-6-(4-methylpiperazin-1-yl)pyrimidin-4-yl]-3-methyl-1,2,3,4-tetrahydroisoquinolin-7-yl}pyridine-2-carboxylic acid), Cl.F[C@@H]1CNCC1 ((S)-(+)-3-fluoropyrrolidine hydrochloride). Yields the product F[C@@H]1CN(CC1)C(=O)C1=CC=C(C=N1)C1=CC=C2CC(N(CC2=C1)C1=NC(=NC(=C1)N1CCN(CC1)C)N)C (4-[7-(6-{[(3S)-3-fluoropyrrolidin-1-yl]carbonyl}pyridin-3-yl)-3-methyl-3,4-dihydroisoquinolin-2(1H)-yl]-6-(4-methylpiperazin-1-yl)pyrimidin-2-amine). As a reaction SMILES: [NH2:1][C:2]1[N:7]=[C:6]([N:8]2[CH:17]([CH3:18])[CH2:16][C:15]3[C:10](=[CH:11][C:12]([C:19]4[CH:20]=[CH:21][C:22]([C:25]([OH:27])=O)=[N:23][CH:24]=4)=[CH:13][CH:14]=3)[CH2:9]2)[CH:5]=[C:4]([N:28]2[CH2:33][CH2:32][N:31]([CH3:34])[CH2:30][CH2:29]2)[N:3]=1.Cl.[F:36][C@H:37]1[CH2:41][CH2:40][NH:39][CH2:38]1>>[F:36][C@H:37]1[CH2:41][CH2:40][N:39]([C:25]([C:22]2[N:23]=[CH:24][C:19]([C:12]3[CH:11]=[C:10]4[C:15]([CH2:16][CH:17]([CH3:18])[N:8]([C:6]5[CH:5]=[C:4]([N:28]6[CH2:29][CH2:30][N:31]([CH3:34])[CH2:32][CH2:33]6)[N:3]=[C:2]([NH2:1])[N:7]=5)[CH2:9]4)=[CH:14][CH:13]=3)=[CH:20][CH:21]=2)=[O:27])[CH2:38]1 |f:1.2|. Procedure details: This compound was prepared by using procedures analogous to those described for the synthesis of Example 50A starting from 5-{2-[2-amino-6-(4-methylpiperazin-1-yl)pyrimidin-4-yl]-3-methyl-1,2,3,4-tetrahydroisoquinolin-7-yl}pyridine-2-carboxylic acid (Example 50A, Step 1) and (S)-(+)-3-fluoropyrrolidine hydrochloride (Oakwood, Cat. No. 013157). LCMS (M+H)+: m/z=531.2. Reported procedure: Until HCFC-225ca becomes available in commercial quantities, HCFC-225ca may be prepared by a standard and well-known organic synthesis technique. For example, to prepare 1,1-dichloro-2,2,3,3,3-pentafluoropropane, 2,2,3,3,3-pentafluoro-1-propanol and p-toluenesulfonate chloride are reacted together to form 2,2,3,3,3-pentafluoropropyl-p-toluenesulfonate. Then, N-methylpyrrolidone, lithium chloride, and the 2,2,3,3,3-pentafluoropropyl-p-toluenesulfonate are reacted together to form 1-chloro-2,2,3,3... Reaction SMILES: [CH:1](Cl)(Cl)[C:2]([F:8])([F:7])[C:3]([F:6])([F:5])[F:4].FC(F)(C(F)(F)F)CO.[Cl-].[C:21]1([CH3:31])[CH:26]=[CH:25][C:24]([S:27]([O-:30])(=[O:29])=[O:28])=[CH:23][CH:22]=1>>[F:7][C:2]([F:8])([C:3]([F:6])([F:5])[F:4])[CH2:1][O:30][S:27]([C:24]1[CH:25]=[CH:26][C:21]([CH3:31])=[CH:22][CH:23]=1)(=[O:28])=[O:29] |f:2.3|. Reactants: C(C(C(F)(F)F)(F)F)(Cl)Cl (HCFC-225ca), FC(CO)(C(F)(F)F)F (2,2,3,3,3-pentafluoro-1-propanol), [Cl-].C1(=CC=C(C=C1)S(=O)(=O)[O-])C (p-toluenesulfonate chloride), C(C(C(F)(F)F)(F)F)(Cl)Cl (HCFC-225ca), ClC(C(C(F)(F)F)(F)F)Cl (1,1-dichloro-2,2,3,3,3-pentafluoropropane). Product: FC(COS(=O)(=O)C1=CC=C(C=C1)C)(C(F)(F)F)F (2,2,3,3,3-pentafluoropropyl-p-toluenesulfonate). The reactants are CC(Br)C(=O)Cl, Cc1ccc(C)c(NCC=O)c1C, [Na+], [Na+], O=C([O-])[O-], O, c1ccccc1. Product: Cc1ccc(C)c(N(CC=O)C(=O)C(C)Br)c1C. Reaction SMILES: [Br:26][CH:27]([C:28](=[O:29])[Cl:30])[CH3:31].[CH3:1][c:2]1[c:3]([NH:4][CH2:5][CH:6]=[O:7])[c:8]([CH3:13])[cH:9][cH:10][c:11]1[CH3:12].[Na+:14].[Na+:15].[O-:16][C:17](=[O:18])[O-:19].[OH2:32].[cH:20]1[cH:21][cH:22][cH:23][cH:24][cH:25]1>>[CH3:1][c:2]1[c:3]([N:4]([CH2:5][CH:6]=[O:7])[C:28]([CH:27]([Br:26])[CH3:31])=[O:29])[c:8]([CH3:13])[cH:9][cH:10][c:11]1[CH3:12]. Reactants: C1=CC=CC=2CN(CC3=C(C21)C=CC=C3)C#N (5,7-dihydro-6H-dibenz[c,e]azepine-6-carbonitrile), [Na] (sodium), C(CC)O (n-propanol). Yields the product C1=CC=CC=2CN(CC3=C(C21)C=CC=C3)C(OCCC)=N (propyl 5,7-dihydro-6H-dibenz[c,e]azepine-6-carboximidate). RXN SMILES: [CH:1]1[C:11]2[C:10]3[CH:12]=[CH:13][CH:14]=[CH:15][C:9]=3[CH2:8][N:7]([C:16]#[N:17])[CH2:6][C:5]=2[CH:4]=[CH:3][CH:2]=1.[Na].[CH2:19]([OH:22])[CH2:20][CH3:21]>>[CH:1]1[C:11]2[C:10]3[CH:12]=[CH:13][CH:14]=[CH:15][C:9]=3[CH2:8][N:7]([C:16](=[NH:17])[O:22][CH2:19][CH2:20][CH3:21])[CH2:6][C:5]=2[CH:4]=[CH:3][CH:2]=1 |^1:17|. Procedure details: starting from 5,7-dihydro-6H-dibenz[c,e]azepine-6-carbonitrile and sodium propylate in n-propanol there is obtained propyl 5,7-dihydro-6H-dibenz[c,e]azepine-6-carboximidate and therefrom with hydrochloric acid in alcohol there is obtained the hydrochloride, m.p. 147° C. (with decomposition); Reactants: BrC1=NN(C(C1)C(=O)OCC)C1=NC=CC=C1Cl (ethyl 3-bromo-1-(3-chloro-2-pyridinyl)-4,5-dihydro-1H-pyrazole-5-carboxylate), [OH-].[Na+] (sodium hydroxide). Solvent: C(C)O (ethanol). Reaction conditions: time 2 hour. The product is BrC1=NN(C(C1)C(=O)O)C1=NC=CC=C1Cl (3-bromo-1-(3-chloro-2-pyridinyl)-4,5-dihydro-1H-pyrazole-5-carboxylic acid). Isolated yield 97.9%. Reaction SMILES: [Br:1][C:2]1[CH2:6][CH:5]([C:7]([O:9]CC)=[O:8])[N:4]([C:12]2[C:17]([Cl:18])=[CH:16][CH:15]=[CH:14][N:13]=2)[N:3]=1.[OH-].[Na+]>C(O)C>[Br:1][C:2]1[CH2:6][CH:5]([C:7]([OH:9])=[O:8])[N:4]([C:12]2[C:17]([Cl:18])=[CH:16][CH:15]=[CH:14][N:13]=2)[N:3]=1 |f:1.2|. Reported procedure: To a 500 mL flask, ethyl 3-bromo-1-(3-chloro-2-pyridinyl)-4,5-dihydro-1H-pyrazole-5-carboxylate (20 g, 93%, 55.92 mmol), ethanol (100 mL) were added. The solution of sodium hydroxide (2.34 g, 58.50 mmol, dissolved into water (100 mL)) was added dropwise. After being stirred for 2 hours at room temperature, the reaction mixture was concentrated by rotary evaporator to remove ethanol. Aqueous solution was extracted with ethyl acetate (30 mL) and acidified with concentrated hydrochloric acid to pH=...